From a dataset of the Open Reaction Database (ORD), a public repository of structured organic reaction records. describe an organic reaction: reactants, conditions, products, and yield The reactants are NC1=NC(=CC(=N1)C)C (2-amino-4,6-dimethylpyrimidine), [N+](#[C-])CCCCCC[N+]#[C-] (1,6-diisocyanhexane), N1=C(C=CC=C1)C=O (pyridine-2-carbaldehyde). The solvent is Cl(=O)(=O)(=O)O (perchloric acid). The product is CC1=CC(=NC=2N1C(=C(N2)C2=NC=CC=C2)NCCCCCC[N+]#[C-])C ((5,7-dimethyl-2-pyridin-2-yl-imidazo[1,2-a]-pyrimidin-3-yl)-(6-isocyanohexyl)amine). As a reaction SMILES: [NH2:1][C:2]1[N:7]=[C:6]([CH3:8])[CH:5]=[C:4]([CH3:9])[N:3]=1.[N+:10]([CH2:12][CH2:13][CH2:14][CH2:15][CH2:16][CH2:17][N+:18]#[C-:19])#[C-:11].[N:20]1[CH:25]=[CH:24][CH:23]=[CH:22][C:21]=1[CH:26]=O>Cl(O)(=O)(=O)=O>[CH3:8][C:6]1[N:7]2[C:11]([NH:10][CH2:12][CH2:13][CH2:14][CH2:15][CH2:16][CH2:17][N+:18]#[C-:19])=[C:26]([C:21]3[CH:22]=[CH:23][CH:24]=[CH:25][N:20]=3)[N:1]=[C:2]2[N:3]=[C:4]([CH3:9])[CH:5]=1. Procedure: Compound (2) was prepared according to the general synthesis instructions from 1.0 ml of 2-amino-4,6-dimethylpyrimidine solution (0.1 M, DCM), 0.575 ml of 1,6-diisocyanhexane solution (0.2 M, DCM), 0.500 ml of pyridine-2-carbaldehyde solution (0.3 M, DCM), and 10 μl of perchloric acid (w=20%). Starting materials: ClC=1C=CC(=C(C(=O)OC)C1)C=1C(=NOC1[C@H](C)N[S@@](=O)C(C)(C)C)C (methyl 5-chloro-2-(5-((S)-1-((S)-1,1-dimethylethylsulfinamido)ethyl)-3-methylisoxazol-4-yl)benzoate), Cl (HCl), C(C)(C)[Mg]Cl (isopropylmagnesium chloride). Run in CO (MeOH). Conditions: time 30 minute. Yields the product ClC=1C=CC2=C(C(N[C@H](C3=C2C(=NO3)C)C)=O)C1 ((4S)-8-chloro-1,4-dimethyl-4H-benzo[c]isoxazolo[4,5-e]azepin-6(5H)-one). The yield is 85.6%. RXN SMILES: [Cl:1][C:2]1[CH:3]=[CH:4][C:5]([C:12]2[C:13]([CH3:26])=[N:14][O:15][C:16]=2[C@@H:17]([NH:19][S@](C(C)(C)C)=O)[CH3:18])=[C:6]([CH:11]=1)[C:7](OC)=[O:8].Cl.C([Mg]Cl)(C)C>CO>[Cl:1][C:2]1[CH:3]=[CH:4][C:5]2[C:12]3[C:13]([CH3:26])=[N:14][O:15][C:16]=3[C@H:17]([CH3:18])[NH:19][C:7](=[O:8])[C:6]=2[CH:11]=1. Reported procedure: To a round bottomed flask was added methyl 5-chloro-2-(5-((S)-1-((S)-1,1-dimethylethylsulfinamido)ethyl)-3-methylisoxazol-4-yl)benzoate (3.37 g, 8.45 mmol), MeOH (48 mL), and HCl [2M in ether] (8.45 mL, 16.90 mmol). The reaction was stirred at room temperature for 30 min before concentrating. The crude residue was concentrated from toluene (2×) and hexane (1×) before being placed on a high vacuum line overnight. The crude residue (as an off-white foam) was dissolved in THF (100 mL) before coolin...